From a dataset of the Open Reaction Database (ORD), a public repository of structured organic reaction records. describe an organic reaction: reactants, conditions, products, and yield Reactants: O (water), O=C1NC=2C(=NC=CC2)N1C=1C=C2CCN(C2=CC1)C(=O)OC(C)(C)C (tert-butyl 5-(2-oxo-1,2-dihydro-3H-imidazo[4,5-b]pyridin-3-yl)-2,3-dihydro-1H-indole-1-carboxylate), C(C)I (ethyl iodide), C([O-])([O-])=O.[Cs+].[Cs+] (cesium carbonate). The solvent is CN(C)C=O (DMF). Run at temperature 50 celsius, time 12 hour. Product: C(C)N1C(N(C2=NC=CC=C21)C=2C=C1CCN(C1=CC2)C(=O)OC(C)(C)C)=O (tert-butyl 5-(1-ethyl-2-oxo-1,2-dihydro-3H-imidazo[4,5-b]pyridin-3-yl)-2,3-dihydro-1H-indole-1-carboxylate). The yield is 85.4%. Reaction SMILES: [O:1]=[C:2]1[N:10]([C:11]2[CH:12]=[C:13]3[C:17](=[CH:18][CH:19]=2)[N:16]([C:20]([O:22][C:23]([CH3:26])([CH3:25])[CH3:24])=[O:21])[CH2:15][CH2:14]3)[C:5]2=[N:6][CH:7]=[CH:8][CH:9]=[C:4]2[NH:3]1.[CH2:27](I)[CH3:28].C(=O)([O-])[O-].[Cs+].[Cs+].O>CN(C=O)C>[CH2:27]([N:3]1[C:4]2[C:5](=[N:6][CH:7]=[CH:8][CH:9]=2)[N:10]([C:11]2[CH:12]=[C:13]3[C:17](=[CH:18][CH:19]=2)[N:16]([C:20]([O:22][C:23]([CH3:26])([CH3:25])[CH3:24])=[O:21])[CH2:15][CH2:14]3)[C:2]1=[O:1])[CH3:28] |f:2.3.4|. Reported procedure: A mixture of tert-butyl 5-(2-oxo-1,2-dihydro-3H-imidazo[4,5-b]pyridin-3-yl)-2,3-dihydro-1H-indole-1-carboxylate (900 mg), ethyl iodide (418 mg) and cesium carbonate (1.25 g) in DMF (10 mL) was stirred at 50° C. for 12 h, treated with water and extracted with EtOAc. The organic layer was dried over MgSO4 and concentrated in vacuo. The residue was chromatographed on silica gel eluting with AcOEt/Hexane to give tert-butyl 5-(1-ethyl-2-oxo-1,2-dihydro-3H-imidazo[4,5-b]pyridin-3-yl)-2,3-dihydro-1H-in...